Dataset: the Open Reaction Database (ORD), a public repository of structured organic reaction records. Task: describe an organic reaction: reactants, conditions, products, and yield The reactants are [Na] (sodium), OC1=C(C=C(C=C1)OC)NC(C(F)(F)F)=O (N-(2-hydroxy-5-methoxyphenyl)trifluoroacetamide), BrCC=CC(=O)OCC (ethyl 4-bromo-2-butenoate). The solvent is C(C)O (ethanol). Conditions: temperature 0 celsius. Product: COC=1C=CC2=C(NC(CO2)CC(=O)OCC)C1 (Ethyl (±)-6-methoxy-3,4-dihydro-2H-1,4-benzoxazine-3-acetate). As a reaction SMILES: [Na].[OH:2][C:3]1[CH:8]=[CH:7][C:6]([O:9][CH3:10])=[CH:5][C:4]=1[NH:11]C(=O)C(F)(F)F.Br[CH2:19][CH:20]=[CH:21][C:22]([O:24][CH2:25][CH3:26])=[O:23]>C(O)C>[CH3:10][O:9][C:6]1[CH:7]=[CH:8][C:3]2[O:2][CH2:19][CH:20]([CH2:21][C:22]([O:24][CH2:25][CH3:26])=[O:23])[NH:11][C:4]=2[CH:5]=1 |^1:0|. Procedure: 450 ml of ethanol are introduced into a 1 l reactor, with magnetic stirring, cooled to 0° C., and 7 g (0.32 mol) of sodium are added slowly, in small portions, followed by successive dropwise addition of 37.94 g (0.16 mol) of N-(2-hydroxy-5-methoxyphenyl)trifluoroacetamide and 41.2 g (0.16 mol) of pure ethyl 4-bromo-2-butenoate, and the mixture is heated at 80° C. for 2 h. Reactants: CC(C)([O-])C.[K+] (potassium tertbutoxide), C(C)OC1=C(C(=C(C=C1)C1=CC=C([Se]1)C=O)F)F (5-(4-ethoxy-2,3-difluorophenyl)selenophene-2-carbaldehyde). Reagents/catalysts: [Br-].C[P+](C1=CC=CC=C1)(C1=CC=CC=C1)C1=CC=CC=C1 (methyltriphenylphosphonium bromide). The solvent is CC(C)(C)OC (MTBE), O (water), Cl (hydrochloric acid), C1CCOC1 (THF), C1CCOC1 (THF). Run at time 1.5 hour. The product is C(C)OC1=C(C(=C(C=C1)C=1[Se]C(=CC1)C=C)F)F (2-(4-ethoxy-2,3-difluorophenyl)-5-vinylselenophene). Reaction SMILES: [CH3:1]C(C)([O-])C.[K+].[CH2:7]([O:9][C:10]1[CH:15]=[CH:14][C:13]([C:16]2[Se:20][C:19]([CH:21]=O)=[CH:18][CH:17]=2)=[C:12]([F:23])[C:11]=1[F:24])[CH3:8]>[Br-].C[P+](C1C=CC=CC=1)(C1C=CC=CC=1)C1C=CC=CC=1.C1COCC1.CC(OC)(C)C.O.Cl>[CH2:7]([O:9][C:10]1[CH:15]=[CH:14][C:13]([C:16]2[Se:20][C:19]([CH:21]=[CH2:1])=[CH:18][CH:17]=2)=[C:12]([F:23])[C:11]=1[F:24])[CH3:8] |f:0.1,3.4|. Procedure details: 3.0 g (8.4 mmol) of methyltriphenylphosphonium bromide are initially introduced in 50 ml of THF at 0° C., and 0.89 g (7.9 mmol) of potassium tertbutoxide is dissolved in 7 ml of THF is added. After 1.5 h at RT, 2.0 g (6.4 mmol) of 5-(4-ethoxy-2,3-difluorophenyl)selenophene-2-carbaldehyde are added, and the batch is stirred for 2.5 h. The mixture is diluted with MTBE, and water and 2 N hydrochloric acid are added. The organic phase is separated off, and the aqueous phase is extracted with MTBE. T...